Dataset: the Open Reaction Database (ORD), a public repository of structured organic reaction records. Task: describe an organic reaction: reactants, conditions, products, and yield The reactants are COC1=CC=C(CS[C@H]2C[C@H](N(C2)C(=O)OCC2=CC=C(C=C2)[N+](=O)[O-])C(=O)O)C=C1 ((2S,4S)-4-(4-methoxybenzylthio)-1-(4-nitrobenzyloxycarbonyl)-2-pyrrolidinecarboxylic acid), C(C(C)(C)C)(=O)Cl (pivaloyl chloride), FC(C(=O)O)(F)F.[N+](=O)([O-])C1=CC=C(COC(=O)N[C@H]2CNCC2)C=C1 ((3R)-3-(4-nitrobenzyloxycarbonyl)aminopyrrolidine trifluoroacetate). Yields the product S[C@H]1C[C@H](N(C1)C(=O)OCC1=CC=C(C=C1)[N+](=O)[O-])C(=O)N1C[C@@H](CC1)NC(=O)OCC1=CC=C(C=C1)[N+](=O)[O-] ((2S,4S)-4-Mercapto-2-[(3R)-3-(4-nitrobenzyloxycarbonyl)aminopyrrolidin-1-ylcarbonyl]-1-(4-nitrobenzyloxycarbonyl)pyrrolidine). Isolated yield 65.8%. As a reaction SMILES: COC1C=CC(C[S:8][C@@H:9]2[CH2:13][N:12]([C:14]([O:16][CH2:17][C:18]3[CH:23]=[CH:22][C:21]([N+:24]([O-:26])=[O:25])=[CH:20][CH:19]=3)=[O:15])[C@H:11]([C:27]([OH:29])=O)[CH2:10]2)=CC=1.C(Cl)(=O)C(C)(C)C.FC(F)(F)C(O)=O.[N+:46]([C:49]1[CH:64]=[CH:63][C:52]([CH2:53][O:54][C:55]([NH:57][C@@H:58]2[CH2:62][CH2:61][NH:60][CH2:59]2)=[O:56])=[CH:51][CH:50]=1)([O-:48])=[O:47]>>[SH:8][C@@H:9]1[CH2:13][N:12]([C:14]([O:16][CH2:17][C:18]2[CH:19]=[CH:20][C:21]([N+:24]([O-:26])=[O:25])=[CH:22][CH:23]=2)=[O:15])[C@H:11]([C:27]([N:60]2[CH2:61][CH2:62][C@@H:58]([NH:57][C:55]([O:54][CH2:53][C:52]3[CH:63]=[CH:64][C:49]([N+:46]([O-:48])=[O:47])=[CH:50][CH:51]=3)=[O:56])[CH2:59]2)=[O:29])[CH2:10]1 |f:2.3|. Procedure: Following a procedure similar to that described in Preparation 18, but using 1.29 g of (2S,4S)-4-(4-methoxybenzylthio)-1-(4-nitrobenzyloxycarbonyl)-2-pyrrolidinecarboxylic acid, 365 mg of pivaloyl chloride and 1.14 g of (3R)-3-(4-nitrobenzyloxycarbonyl)aminopyrrolidine trifluoroacetate, 1.09 g of the title compound were obtained as a powder. Starting materials: BrC=1C=CC2=C(N=C(S2)S)C1 (5-bromo-1,3-benzothiazole-2-thiol), C1CCOC1 (THF), IC (iodomethane), [OH-].[K+] (KOH). The reagents and catalysts are [Br-].C(CCC)[N+](CCCC)(CCCC)CCCC (tetra-n-butylammonium bromide). The solvent is CCOC(=O)C (EtOAc). Reaction conditions: time 8 hour. Yields the product BrC=1C=CC2=C(N=C(S2)SC)C1 (5-bromo-2-(methylthio)-1,3-benzothiazole). Yield: 76.0%. As a reaction SMILES: [Br:1][C:2]1[CH:3]=[CH:4][C:5]2[S:9][C:8]([SH:10])=[N:7][C:6]=2[CH:11]=1.[CH2:12]1COCC1.IC.[OH-].[K+]>[Br-].C([N+](CCCC)(CCCC)CCCC)CCC.CCOC(C)=O>[Br:1][C:2]1[CH:3]=[CH:4][C:5]2[S:9][C:8]([S:10][CH3:12])=[N:7][C:6]=2[CH:11]=1 |f:3.4,5.6|. Procedure: A mixture of 5-bromo-1,3-benzothiazole-2-thiol (3.0 g, 12.19 mmol), dry THF (44 mL), iodomethane (0.80 mL, 12.80 mmol), KOH (0.68 g, 12.19 mmol), and tetra-n-butylammonium bromide (0.39 g, 1.2 mmol) was stirred at rt overnight. The reaction mixture was diluted with EtOAc (100 mL) and washed with saturated, aqueous Na2CO3 (50 mL). The organic layer was dried over MgSO4 and then concentrated. The crude material was purified by ISCO® chromatography using 1-2% EtOAc in hexane to obtain the desired p... Starting materials: ClC1=C(C=C(COC=2C=C(C=CC2)CCC(=O)O)C=C1)OC(F)(F)F (3-(3-(4-Chloro-3-(trifluoromethoxy)benzyloxy)phenyl)-propanoic acid), FC1=C(C=C(C=C1)OC)B(O)O (2-fluoro-5-methoxyphenylboronic acid). Product: FC1=C(C=C(C=C1)OC)C1=C(C=C(C=C1)COC=1C=C(C=CC1)CCC(=O)O)OC(F)(F)F (3-[3-(2′-Fluoro-5′-methoxy-2-trifluoromethoxy-biphenyl-4-ylmethoxy)-phenyl]-propionic acid). RXN SMILES: Cl[C:2]1[CH:20]=[CH:19][C:5]([CH2:6][O:7][C:8]2[CH:9]=[C:10]([CH2:14][CH2:15][C:16]([OH:18])=[O:17])[CH:11]=[CH:12][CH:13]=2)=[CH:4][C:3]=1[O:21][C:22]([F:25])([F:24])[F:23].[F:26][C:27]1[CH:32]=[CH:31][C:30]([O:33][CH3:34])=[CH:29][C:28]=1B(O)O>>[F:26][C:27]1[CH:32]=[CH:31][C:30]([O:33][CH3:34])=[CH:29][C:28]=1[C:2]1[CH:20]=[CH:19][C:5]([CH2:6][O:7][C:8]2[CH:9]=[C:10]([CH2:14][CH2:15][C:16]([OH:18])=[O:17])[CH:11]=[CH:12][CH:13]=2)=[CH:4][C:3]=1[O:21][C:22]([F:25])([F:24])[F:23]. Reported procedure: Compound 38 was synthesized using the procedure described above for preparing 13.3 using compound 37.3 and 2-fluoro-5-methoxyphenylboronic acid 38.1 (available from Aldrich). MS ESI (neg.) m/e: 463 (M−H). 1H NMR (400 MHz, CD3CN) δ ppm 7.47-7.54 (3H, m), 7.22 (1H, t, J=7.8 Hz), 7.12-7.17 (1H, m), 6.98 (1H, dt, J=9.0, 3.5 Hz), 6.90-6.93 (2H, m), 6.85 (2H, dd, J=8.0, 2.2 Hz), 5.16 (2H, s), 3.79 (3H, s), 2.86 (2H, s), 2.56-2.62 (2H, m). The reactants are C([C@@H](O)CC[C@H](O)CO)O (3,4-dideoxy-threo-hexitol). Reagents/catalysts: S(O)(O)(=O)=O (sulfuric acid). The product is OC[C@@H]1O[C@@H](CC1)CO (cis-2,5-bis(hydroxymethyl)tetrahydrofuran). Reaction SMILES: [CH2:1]([OH:10])[C@H:2]([CH2:4][CH2:5][C@@H:6]([CH2:8][OH:9])[OH:7])O>S(=O)(=O)(O)O>[OH:10][CH2:1][C@H:2]1[CH2:4][CH2:5][C@@H:6]([CH2:8][OH:9])[O:7]1. Procedure: In a similar fashion, 3,4-dideoxy-threo-hexitol was dehydrated in the presence of sulfuric acid catalyst to give cis-2,5-bis(hydroxymethyl)tetrahydrofuran; di-p-toluenesulfonate, m.p. 128°-129° C., reported m.p. 128°-130° C. (Cope and Baxter, J. Am. Chem. Soc., 77, 393-396 (1955)). The reactants are three, N(=NC(=O)OC(C)C)C(=O)OC(C)C (diisopropyl azodicarboxylate), C1(=CC=CC=C1)C1CCCC1O (5-phenylcyclopentane-1-ol), C1(C=2C(C(N1)=O)=CC=CC2)=O (phthalimide), C1(=CC=CC=C1)P(C1=CC=CC=C1)C1=CC=CC=C1 (triphenylphosphine). Solvent: CCCCCC (hexane), C1CCOC1 (THF), C1CCOC1 (THF), C1CCOC1 (THF). Run at temperature 0 celsius, time 4 hour. Product: C1(=CC=CC=C1)[C@@H]1[C@@H](CCC1)N1C(C2=CC=CC=C2C1=O)=O ((+,−) Cis-2-(2-phenyl-cyclopentyl)-isoindole-1,3-dione). Isolated yield 69.5%. Reaction SMILES: C1(P(C2C=CC=CC=2)C2C=CC=CC=2)C=CC=CC=1.N(C(OC(C)C)=O)=NC(OC(C)C)=O.[C:34]1(=[O:44])[NH:38][C:37](=[O:39])[C:36]2=[CH:40][CH:41]=[CH:42][CH:43]=[C:35]12.[C:45]1([CH:51]2[CH:55](O)[CH2:54][CH2:53][CH2:52]2)[CH:50]=[CH:49][CH:48]=[CH:47][CH:46]=1>C1COCC1.CCCCCC>[C:45]1([C@H:51]2[CH2:55][CH2:54][CH2:53][C@H:52]2[N:38]2[C:34](=[O:44])[C:35]3[C:36](=[CH:40][CH:41]=[CH:42][CH:43]=3)[C:37]2=[O:39])[CH:50]=[CH:49][CH:48]=[CH:47][CH:46]=1. Reported procedure: Scheme IB, step B: A 500 mL three necked round bottom flask equipped with a mechanical stirrer, thermometer, reflux condenser, addition funnel and a nitrogen blanket is charged with triphenylphosphine (16.19 g, 61.73 mmol) and THF (200 mL). To the solution at 0° C. was added dropwise, a solution of diisopropyl azodicarboxylate (12.15 mL, 61.73 mmol) dissolved in THF (30 mL) over a period of 10 minutes. A massive precipitate formed immediately after addition. To the slurry was then added solid ph...